From a dataset of the Open Reaction Database (ORD), a public repository of structured organic reaction records. describe an organic reaction: reactants, conditions, products, and yield The reactants are CCO, ClP(Cl)(Cl)(Cl)Cl, O=S(=O)(O)Cl, N, c1ccc(OCCn2ccnc2)cc1. Product: NS(=O)(=O)c1ccc(OCCn2ccnc2)cc1. As a reaction SMILES: [CH3:27][CH2:28][OH:29].[Cl:1][P:2]([Cl:3])([Cl:4])([Cl:5])[Cl:6].[Cl:7][S:8](=[O:9])(=[O:10])[OH:11].[NH3:26].[O:12]([c:13]1[cH:14][cH:15][cH:16][cH:17][cH:18]1)[CH2:19][CH2:20][n:21]1[cH:22][n:23][cH:24][cH:25]1>>[S:8](=[O:9])(=[O:11])([c:16]1[cH:15][cH:14][c:13]([O:12][CH2:19][CH2:20][n:21]2[cH:22][n:23][cH:24][cH:25]2)[cH:18][cH:17]1)[NH2:26]. The reactants are ON1C(CCC1=O)=O (N-hydroxysuccinimide), C1(CCCCC1)N=C=NC1CCCCC1 (N,N′-dicyclohexylcarbodiimide), N1=CC=CC=C1 (pyridine), OC(=O)CCCC[C@@H]1SC[C@@H]2NC(=O)N[C@H]12 (biotin). Run in CN(C)C=O (DMF). Run at time 5 minute. Product: O=C1N(C(CC1)=O)OC(CCCCC1SCC2NC(NC21)=O)=O (5-(2-Oxo-hexahydrothieno[3,4-d]imidazol-4-yl)-pentanoic Acid 2,5-Dioxo-pyrrolidin-1-yl Ester). Isolated yield 83.7%. As a reaction SMILES: [OH:1][C:2]([CH2:4][CH2:5][CH2:6][CH2:7][C@H:8]1[C@@H:16]2[C@@H:11]([NH:12][C:13]([NH:15]2)=[O:14])[CH2:10][S:9]1)=[O:3].C1(N=C=NC2CCCCC2)CCCCC1.N1C=CC=CC=1.O[N:39]1[C:43](=[O:44])[CH2:42][CH2:41][C:40]1=[O:45]>CN(C=O)C>[O:45]=[C:40]1[CH2:41][CH2:42][C:43](=[O:44])[N:39]1[O:3][C:2](=[O:1])[CH2:4][CH2:5][CH2:6][CH2:7][CH:8]1[CH:16]2[CH:11]([NH:12][C:13](=[O:14])[NH:15]2)[CH2:10][S:9]1. Procedure details: The method for synthesis of 2 was modified from that of Bayer and Wilchek. In brief, biotin (1; 0.31 g, 1.26 mmol) was completely dissolved in DMF (9 mL) with gentle warming. After cooling the 1 solution to room temperature without reprecipitation, it was added to N,N′-dicyclohexylcarbodiimide (DCC; 0.26 g, 1.28 mmol) and pyridine (0.10 mL, 1.26 mmol) while stirring for 5 min at room temperature, followed by the addition of N-hydroxysuccinimide (NHS; 0.19 g, 1.65 mmol) with continuous stirring f... The reactants are S(=O)(Cl)Cl (Thionyl chloride), CN(C)C=O (DMF), C1CCC2=CC(=CC=C12)NC(C=CSC1=CC=CC=C1)=O (N-(5-indanyl)-3-(phenylthio)acrylamide). Run in C1(=CC=CC=C1)C (toluene). Reaction conditions: temperature 70 celsius, time 1 hour. Product: C1CCC2=CC(=CC=C12)N=C(C=CSC1=CC=CC=C1)OC1=CC=CC=C1 (phenyl N-(5-indanyl)-3-(phenylthio)acrylimidate). Isolated yield 164.8%. RXN SMILES: S(Cl)(Cl)=O.CN(C=O)C.[CH2:10]1[C:18]2[C:13](=[CH:14][C:15]([NH:19][C:20](=[O:30])[CH:21]=[CH:22][S:23][C:24]3[CH:29]=[CH:28][CH:27]=[CH:26][CH:25]=3)=[CH:16][CH:17]=2)[CH2:12][CH2:11]1>C1(C)C=CC=CC=1>[CH2:10]1[C:18]2[C:13](=[CH:14][C:15]([N:19]=[C:20]([O:30][C:13]3[CH:18]=[CH:17][CH:16]=[CH:15][CH:14]=3)[CH:21]=[CH:22][S:23][C:24]3[CH:25]=[CH:26][CH:27]=[CH:28][CH:29]=3)=[CH:16][CH:17]=2)[CH2:12][CH2:11]1. Procedure: Thionyl chloride (1.53 mL) and DMF (catalytic amount) were added to a solution of N-(5-indanyl)-3-(phenylthio)acrylamide (2.47 g) in toluene (80 mL), and the mixture was stirred at 70° C. for 1 hour. The reaction mixture was concentrated under reduced pressure. To the residue was added anhydrous THF (40 mL). To a solution of phenol (1.18 g) in anhydrous THF (20 mL) was added sodium hydride (60%) (0.769 g) under a nitrogen atmosphere under ice-cooling, and then stirred at room temperature under a...